This data is from the Open Reaction Database (ORD), a public repository of structured organic reaction records. The task is: describe an organic reaction: reactants, conditions, products, and yield As a reaction SMILES: [C:1]([CH3:2])([CH3:3])([CH3:4])[O:5][C:6](=[O:7])[N:8]1[CH2:9][CH2:10][CH:11]([C:14](=[O:15])[NH:16][c:17]2[c:18]([C:19](=[O:20])[NH:21][c:22]3[n:23][cH:24][c:25]([Cl:28])[cH:26][cH:27]3)[cH:29][c:30]([I:33])[cH:31][cH:32]2)[CH2:12][CH2:13]1.[CH2:34]=[CH:35][C:36]#[N:37]>>[C:1]([CH3:2])([CH3:3])([CH3:4])[O:5][C:6](=[O:7])[N:8]1[CH2:9][CH2:10][CH:11]([C:14](=[O:15])[NH:16][c:17]2[c:18]([C:19](=[O:20])[NH:21][c:22]3[n:23][cH:24][c:25]([Cl:28])[cH:26][cH:27]3)[cH:29][c:30]([CH:34]=[CH:35][C:36]#[N:37])[cH:31][cH:32]2)[CH2:12][CH2:13]1. The reactants are CC(C)(C)OC(=O)N1CCC(C(=O)Nc2ccc(I)cc2C(=O)Nc2ccc(Cl)cn2)CC1, C=CC#N. Yields the product CC(C)(C)OC(=O)N1CCC(C(=O)Nc2ccc(C=CC#N)cc2C(=O)Nc2ccc(Cl)cn2)CC1. Reactants: CCCC[N+](CCCC)(CCCC)CCCC, C1CCOC1, Cn1c(CCC#C[Si](C)(C)C)nc2ccccc21, [F-], O. The product is C#CCCc1nc2ccccc2n1C. As a reaction SMILES: [CH2:2]([N+:3]([CH2:4][CH2:5][CH2:6][CH3:7])([CH2:8][CH2:9][CH2:10][CH3:11])[CH2:12][CH2:13][CH2:14][CH3:15])[CH2:16][CH2:17][CH3:18].[CH2:38]1[O:39][CH2:40][CH2:41][CH2:42]1.[CH3:19][n:20]1[c:21]([CH2:29][CH2:30][C:31]#[C:32][Si:33]([CH3:34])([CH3:35])[CH3:36])[n:22][c:23]2[c:24]1[cH:25][cH:26][cH:27][cH:28]2.[F-:1].[OH2:37]>>[CH3:19][n:20]1[c:21]([CH2:29][CH2:30][C:31]#[CH:32])[n:22][c:23]2[c:24]1[cH:25][cH:26][cH:27][cH:28]2. Product: N1=CN=C(C2=C1NC=C2)N2CCC1C2CN(CC1)C([C@@H](C1CC1)NC1=CC(=CC(=C1)Cl)Cl)=O ((2R)-1-(1-(7H-pyrrolo[2,3-d]pyrimidin-4-yl)tetrahydro-1H-pyrrolo[2,3-c]pyridine-6(2H,7H,7aH)-yl)-2-cyclopropyl-(3,5-dichlorophenylamino)ethanone). Procedure details: A similar procedure was used as described for the synthesis 2-(3,5-dichloro-phenylamino)-1-[1-(7H-pyrrolo[2,3-d]pyrimidin-4-yl)-octahydro-pyrrolo[2,3-c]pyridin-6-yl]-ethanone using (2R)-2-cyclopropyl-(3,5-dichlorophenylamino)-1-[1-(7H-pyrrolo[2,3-d]pyrimidin-4-yl)-octahydro-pyrrolo[2,3-c]pyridin-6-yl]pentan-1-one in place of 2-(3,5-dichloro-phenylamino)-1-[1-(7H-pyrrolo[2,3-d]pyrimidin-4-yl)-octahydro-pyrrolo[2,3-c]pyridin-6-yl]-ethanone. 1H NMR (400 MHz, DMSO-d6) δ=11.37 (br. s., 1H), 7.98-7.75... As a reaction SMILES: ClC1C=C(NCC(N2CCC3CCN(C4C5C=CNC=5N=CN=4)C3C2)=O)C=C(Cl)C=1.[CH:31]1([C@:34]([NH:58][C:59]2[CH:64]=[C:63]([Cl:65])[CH:62]=[C:61]([Cl:66])[CH:60]=2)(CCC)[C:35]([N:37]2[CH2:42][CH2:41][CH:40]3[CH2:43][CH2:44][N:45]([C:46]4[C:47]5[CH:54]=[CH:53][NH:52][C:48]=5[N:49]=[CH:50][N:51]=4)[CH:39]3[CH2:38]2)=[O:36])[CH2:33][CH2:32]1>>[N:49]1[C:48]2[NH:52][CH:53]=[CH:54][C:47]=2[C:46]([N:45]2[CH:39]3[CH2:38][N:37]([C:35](=[O:36])[C@H:34]([NH:58][C:59]4[CH:60]=[C:61]([Cl:66])[CH:62]=[C:63]([Cl:65])[CH:64]=4)[CH:31]4[CH2:32][CH2:33]4)[CH2:42][CH2:41][CH:40]3[CH2:43][CH2:44]2)=[N:51][CH:50]=1. The reactants are ClC=1C=C(C=C(C1)Cl)NCC(=O)N1CC2C(CC1)CCN2C=2C1=C(N=CN2)NC=C1 (2-(3,5-dichloro-phenylamino)-1-[1-(7H-pyrrolo[2,3-d]pyrimidin-4-yl)-octahydro-pyrrolo[2,3-c]pyridin-6-yl]-ethanone), C1(CC1)[C@@](C(=O)N1CC2C(CC1)CCN2C=2C1=C(N=CN2)NC=C1)(CCC)NC1=CC(=CC(=C1)Cl)Cl ((2R)-2-cyclopropyl-(3,5-dichlorophenylamino)-1-[1-(7H-pyrrolo[2,3-d]pyrimidin-4-yl)-octahydro-pyrrolo[2,3-c]pyridin-6-yl]pentan-1-one), C24H26Cl2N6O.